From a dataset of the Open Reaction Database (ORD), a public repository of structured organic reaction records. describe an organic reaction: reactants, conditions, products, and yield Starting materials: CCS(=O)(=O)N1CCC(c2c[nH]c3c(C(N)=O)cc(Br)cc23)CC1, O=C([O-])[O-], CO, COCC(C)NCc1ccc(B(O)O)s1, [K+], [K+], C1COCCO1, O, c1ccc(P(c2ccccc2)(c2ccccc2)[Pd](P(c2ccccc2)(c2ccccc2)c2ccccc2)(P(c2ccccc2)(c2ccccc2)c2ccccc2)P(c2ccccc2)(c2ccccc2)c2ccccc2)cc1. Product: CCS(=O)(=O)N1CCC(c2c[nH]c3c(C(N)=O)cc(-c4ccc(CNC(C)COC)s4)cc23)CC1. RXN SMILES: [Br:16][c:17]1[cH:18][c:19]2[c:20]([CH:29]3[CH2:30][CH2:31][N:32]([S:35](=[O:36])(=[O:37])[CH2:38][CH3:39])[CH2:33][CH2:34]3)[cH:21][nH:22][c:23]2[c:24]([C:26](=[O:27])[NH2:28])[cH:25]1.[C:40](=[O:41])([O-:42])[O-:43].[CH3:123][OH:124].[CH3:1][CH:2]([CH2:3][O:4][CH3:5])[NH:6][CH2:7][c:8]1[cH:9][cH:10][c:11]([B:13]([OH:14])[OH:15])[s:12]1.[K+:44].[K+:45].[O:126]1[CH2:127][CH2:128][O:129][CH2:130][CH2:131]1.[OH2:125].[cH:46]1[cH:47][cH:48][c:49]([P:50]([Pd:51]([P:52]([c:53]2[cH:54][cH:55][cH:56][cH:57][cH:58]2)([c:59]2[cH:60][cH:61][cH:62][cH:63][cH:64]2)[c:65]2[cH:66][cH:67][cH:68][cH:69][cH:70]2)([P:71]([c:72]2[cH:73][cH:74][cH:75][cH:76][cH:77]2)([c:78]2[cH:79][cH:80][cH:81][cH:82][cH:83]2)[c:84]2[cH:85][cH:86][cH:87][cH:88][cH:89]2)[P:90]([c:91]2[cH:92][cH:93][cH:94][cH:95][cH:96]2)([c:97]2[cH:98][cH:99][cH:100][cH:101][cH:102]2)[c:103]2[cH:104][cH:105][cH:106][cH:107][cH:108]2)([c:109]2[cH:110][cH:111][cH:112][cH:113][cH:114]2)[c:115]2[cH:116][cH:117][cH:118][cH:119][cH:120]2)[cH:121][cH:122]1>>[CH3:1][CH:2]([CH2:3][O:4][CH3:5])[NH:6][CH2:7][c:8]1[cH:9][cH:10][c:11](-[c:17]2[cH:18][c:19]3[c:20]([CH:29]4[CH2:30][CH2:31][N:32]([S:35](=[O:36])(=[O:37])[CH2:38][CH3:39])[CH2:33][CH2:34]4)[cH:21][nH:22][c:23]3[c:24]([C:26](=[O:27])[NH2:28])[cH:25]2)[s:12]1. The reactants are CCNC(=O)OCc1ccccc1, CCOC(=O)c1ccc(Br)c(CBr)c1, [H-], [Na+], CN(C)C=O. Product: CCOC(=O)c1ccc(Br)c(CN(CC)C(=O)OCc2ccccc2)c1. RXN SMILES: [CH2:15]([c:16]1[cH:17][cH:18][cH:19][cH:20][cH:21]1)[O:22][C:23]([NH:24][CH2:25][CH3:26])=[O:27].[CH2:1]([CH3:2])[O:3][C:4]([c:5]1[cH:6][c:7]([CH2:12][Br:13])[c:8]([Br:11])[cH:9][cH:10]1)=[O:14].[H-:28].[Na+:29].[O:30]=[CH:31][N:32]([CH3:33])[CH3:34]>>[CH2:1]([CH3:2])[O:3][C:4]([c:5]1[cH:6][c:7]([CH2:12][N:24]([C:23]([O:22][CH2:15][c:16]2[cH:17][cH:18][cH:19][cH:20][cH:21]2)=[O:27])[CH2:25][CH3:26])[c:8]([Br:11])[cH:9][cH:10]1)=[O:14]. Reactants: O (H2O), C(C)OC(=O)C=1SC=C(N1)C(C)C (4-isopropyl-thiazole-2-carboxylic acid ethyl ester), CC(C)C[AlH]CC(C)C (DIBAL), CC(C)C[AlH]CC(C)C (DIBAL). Solvent: C(Cl)Cl (CH2Cl2). Reaction conditions: time 1 hour. Yields the product C(C)(C)C=1N=C(SC1)C=O (4-iso-Propyl-thiazole-2-carbaldehyde). Reaction SMILES: C([O:3][C:4]([C:6]1[S:7][CH:8]=[C:9]([CH:11]([CH3:13])[CH3:12])[N:10]=1)=O)C.CC(C[AlH]CC(C)C)C.O>C(Cl)Cl>[CH:11]([C:9]1[N:10]=[C:6]([CH:4]=[O:3])[S:7][CH:8]=1)([CH3:13])[CH3:12]. Reported procedure: A solution of 2.1 g (11 mmol) of 4-isopropyl-thiazole-2-carboxylic acid ethyl ester (J. Med. Chem., 1998:602-617) in CH2Cl2 (50 mL) was cooled to −78° C. under nitrogen and treated dropwise with DIBAL (12 mL of 1.0 M in CH2Cl2; 12 mmol). The mixture was stirred at low temperature for 1 hour and then treated with another 7 mL of DIBAL. The solution was stirred for 30 minutes at −78° C. H2O was added, and the mixture was extracted with EtOAc (3×100 mL). The combined extracts were washed with brine... Reactants: NC=1SC2=C(C1C(=O)OCC)C=CC(=C2)Br (Ethyl 2-amino-6-bromo-1-benzothiophene-3-carboxylate), C(=O)N (formamide), C(=O)[O-].[NH4+] (ammonium formate). The product is BrC1=CC2=C(C=C1)C1=C(N=CNC1=O)S2 (7-bromo[1]benzothieno[2,3-d]pyrimidin-4(3H)-one). As a reaction SMILES: [NH2:1][C:2]1[S:3][C:4]2[CH:15]=[C:14]([Br:16])[CH:13]=[CH:12][C:5]=2[C:6]=1[C:7](OCC)=[O:8].[CH:17]([NH2:19])=O.C([O-])=O.[NH4+]>>[Br:16][C:14]1[CH:13]=[CH:12][C:5]2[C:6]3[C:7](=[O:8])[NH:19][CH:17]=[N:1][C:2]=3[S:3][C:4]=2[CH:15]=1 |f:2.3|. Reported procedure: Ethyl 2-amino-6-bromo-1-benzothiophene-3-carboxylate (9.0 g, 27 mmol), formamide (85 mL) and ammonium formate (2.7 g, 43 mmol) were heated in an oil bath at 135° C. overnight. The next morning the reaction mixture was a pastel blue slurry. The reaction mixture was allowed to cool to room temperature and was then filtered. The solid was washed with water, dried by filtration, and finally dried in a vacuum oven overnight at 45° C. to yield a light blue solid (7.8 g, quantitative). 1H NMR (DMSO-d6)... Starting materials: N[C@@H]1C[C@@H](CC1)C(=O)O ((1R,3S)-3-aminocyclopentanecarboxylic acid), CO (methanol), S(=O)(Cl)Cl (thionyl chloride). Reaction conditions: temperature 0 celsius. The product is Cl.N[C@@H]1C[C@@H](CC1)C(=O)OC ((1R,3S)-Methyl 3-aminocyclopentanecarboxylate hydrochloride), powder. RXN SMILES: [NH2:1][C@H:2]1[CH2:6][CH2:5][C@@H:4]([C:7]([OH:9])=[O:8])[CH2:3]1.S(Cl)([Cl:12])=O.[CH3:14]O>>[ClH:12].[NH2:1][C@H:2]1[CH2:6][CH2:5][C@@H:4]([C:7]([O:9][CH3:14])=[O:8])[CH2:3]1 |f:3.4|. Procedure: A suspension of (1R,3S)-3-aminocyclopentanecarboxylic acid (500 mg, 3.8 mmol) in methanol (10 mL) was stirred at 0° C. and thionyl chloride (1.40 mL, 19.3 mmol) was added dropwise. The mixture was allowed to warm to room temperature and stirred overnight. The resulting clear solution was evaporated, azeotroped with methanol (2×5 mL), air-dried and the title compound obtained as a white powder (680 mg). Starting materials: Brc1cccc(Br)n1, Cc1ccccc1, C[O-], [Na+]. The product is COc1cccc(Br)n1. Reaction SMILES: [Br:4][c:5]1[n:6][c:7]([Br:11])[cH:8][cH:9][cH:10]1.[CH3:12][c:13]1[cH:14][cH:15][cH:16][cH:17][cH:18]1.[CH3:1][O-:2].[Na+:3]>>[CH3:1][O:2][c:7]1[n:6][c:5]([Br:4])[cH:10][cH:9][cH:8]1. Reactants: C1COCCN1, CN1CCN(CCS(=O)(=O)NCC(C)(C)c2nc(-c3ccc(Cl)c(O)c3)c(-c3ccncc3)[nH]2)CC1. Product: CC(C)(CNS(=O)(=O)CCN1CCOCC1)c1nc(-c2ccc(Cl)c(O)c2)c(-c2ccncc2)[nH]1. As a reaction SMILES: [CH2:1]1[CH2:2][O:3][CH2:4][CH2:5][NH:6]1.[Cl:7][c:8]1[c:9]([OH:42])[cH:10][c:11](-[c:14]2[n:15][c:16]([C:25]([CH2:26][NH:27][S:28](=[O:29])(=[O:30])[CH2:31][CH2:32][N:33]3[CH2:34][CH2:35][N:36]([CH3:37])[CH2:38][CH2:39]3)([CH3:40])[CH3:41])[nH:17][c:18]2-[c:19]2[cH:20][cH:21][n:22][cH:23][cH:24]2)[cH:12][cH:13]1>>[CH2:1]1[CH2:2][O:3][CH2:4][CH2:5][N:6]1[CH2:32][CH2:31][S:28]([NH:27][CH2:26][C:25]([c:16]1[n:15][c:14](-[c:11]2[cH:10][c:9]([OH:42])[c:8]([Cl:7])[cH:13][cH:12]2)[c:18](-[c:19]2[cH:20][cH:21][n:22][cH:23][cH:24]2)[nH:17]1)([CH3:40])[CH3:41])(=[O:29])=[O:30].